Dataset: the Open Reaction Database (ORD), a public repository of structured organic reaction records. Task: describe an organic reaction: reactants, conditions, products, and yield The reactants are C(C)OC(=O)C=1C(=NN(C1C(F)(F)F)C(C)(C)C)C(F)F (N-tert-Butyl-3-difluoromethyl-5-trifluoromethyl-4-pyrazolecarboxylic acid ethyl ester), [OH-].[Na+] (sodium hydroxide). Run in C(C)O (ethanol). Run at time 3 hour. The product is C(C)(C)(C)N1N=C(C(=C1C(F)(F)F)C(=O)O)C(F)F (N-tert-Butyl-3-difluoromethyl-5-trifluoromethyl-4-pyrazolecarboxylic acid). Yield: 95.2%. Reaction SMILES: C([O:3][C:4]([C:6]1[C:7]([CH:19]([F:21])[F:20])=[N:8][N:9]([C:15]([CH3:18])([CH3:17])[CH3:16])[C:10]=1[C:11]([F:14])([F:13])[F:12])=[O:5])C.[OH-].[Na+]>C(O)C>[C:15]([N:9]1[C:10]([C:11]([F:14])([F:13])[F:12])=[C:6]([C:4]([OH:5])=[O:3])[C:7]([CH:19]([F:21])[F:20])=[N:8]1)([CH3:18])([CH3:16])[CH3:17] |f:1.2|. Procedure details: N-tert-Butyl-3-difluoromethyl-5-trifluoromethyl-4-pyrazolecarboxylic acid ethyl ester (2.48 g, 7.9 mmol) in ethanol (15 ml) was admixed gradually with an 8N aqueous sodium hydroxide solution (3.0 ml) and stirred at room temperature for 3 h. The solvent was removed by rotary evaporation; the residue was taken up in water (40 ml) and extracted with diethyl ether (20 ml). Acidification to pH 1 with 6M HCl was followed by extraction with ethyl acetate (3×30 ml). The combined organic phases were drie... The reactants are C(C)C1=C(N)C(=CC=C1)CC (2,6-diethylaniline), C(C(C)C)=O (Isobutyraldehyde). The reagents and catalysts are O.C1(=CC=C(C=C1)S(=O)(=O)O)C (p-toluenesulfonic acid monohydrate). The solvent is C1=CC=CC=C1 (Benzene). Conditions: temperature 50 celsius, time 8 hour. Yields the product C(C)C1=C(/N=C/C(C)C)C(=CC=C1)CC ((E)-2,6-diethyl-N-(2-methylpropylidene)aniline). Isolated yield 88.8%. As a reaction SMILES: [CH2:1]([C:3]1[CH:9]=[CH:8][CH:7]=[C:6]([CH2:10][CH3:11])[C:4]=1[NH2:5])[CH3:2].[CH:12](=O)[CH:13]([CH3:15])[CH3:14]>O.C1(C)C=CC(S(O)(=O)=O)=CC=1.C1C=CC=CC=1>[CH2:1]([C:3]1[CH:9]=[CH:8][CH:7]=[C:6]([CH2:10][CH3:11])[C:4]=1/[N:5]=[CH:12]/[CH:13]([CH3:15])[CH3:14])[CH3:2] |f:2.3|. Reported procedure: Benzene (150 mL) was added to 2,6-diethylaniline (18.59 g, 124.6 mmol) and 3 angstrom molecular sieves (ca. 50 mL). Isobutyraldehyde (9.43 g, 131 mmol) and p-toluenesulfonic acid monohydrate (20 mg, 0.011 mmol) were then added. The flask was sealed and heated to 50° C. After stirring overnight the very pale yellow solution was filtered and the volatiles were removed under reduced pressure to afford 22.5 g of compound A (84.6%) as a clear, pale yellow oil. Isolated yield 29.0%. The reactants are [N+](=[N-])=CC(=O)OCC (ethyl diazoacetate), ClC/C=C(\C)/C1=CC(=CC=C1)[N+](=O)[O-] (1-[(E)-3-chloro-1-methyl-1-propenyl]-3-nitrobenzene), [N+](=[N-])=CC(=O)OCC (ethyl diazoacetate). Conditions: time 16 hour. As a reaction SMILES: [Cl:1][CH2:2]/[CH:3]=[C:4](/[C:6]1[CH:11]=[CH:10][CH:9]=[C:8]([N+:12]([O-:14])=[O:13])[CH:7]=1)\[CH3:5].[N+](=[CH:17][C:18]([O:20][CH2:21][CH3:22])=[O:19])=[N-]>ClCCl.CC(O)=O.CC(O)=O.CC(O)=O.CC(O)=O.[Rh].[Rh]>[Cl:1][CH2:2][CH:3]1[CH:17]([C:18]([O:20][CH2:21][CH3:22])=[O:19])[C:4]1([CH3:5])[C:6]1[CH:11]=[CH:10][CH:9]=[C:8]([N+:12]([O-:14])=[O:13])[CH:7]=1 |f:3.4.5.6.7.8|. Reagents/catalysts: CC(=O)O.CC(=O)O.CC(=O)O.CC(=O)O.[Rh].[Rh] (rhodium (II) acetate dimer). Reported procedure: To a solution of 1-[(E)-3-chloro-1-methyl-1-propenyl]-3-nitrobenzene (Preparation 3, 36 g, 0.17 mol) in dichloromethane (50 ml) was added rhodium (II) acetate dimer (1 g, 2.3 mmol). To the mixture was added dropwise at room temperature over 8 h a solution of ethyl diazoacetate (50 ml, 54.25 g, 0.475 mol) in dichloromethane (50 ml), then the mixture was stirred at room temperature for 16 h. To the mixture was added dropwise at room temperature over 7 h a further solution of ethyl diazoacetate (50... Run in ClCCl (dichloromethane), ClCCl (dichloromethane), ClCCl (dichloromethane). Product: ClCC1C(C1C(=O)OCC)(C1=CC(=CC=C1)[N+](=O)[O-])C (Ethyl 3-(chloromethyl)-2-methyl-2-(3-nitrophenyl)cyclopropane-carboxylate), oil. Starting materials: CC(C)COC(=O)CC(O)CN1CC(=O)N(CC(N)=O)C1C(C)C, CN(C)C=O, O. The product is NC(=O)CNC(=O)CN1CC(O)CC1=O. As a reaction SMILES: [C:1]([NH2:2])(=[O:3])[CH2:4][N:5]1[C:9](=[O:10])[CH2:8][N:7]([CH2:11][CH:12]([CH2:13][C:14]([O:6][CH2:16][CH:17]([CH3:18])[CH3:19])=[O:15])[OH:21])[CH:20]1[CH:22]([CH3:23])[CH3:24].[CH3:25][N:26]([CH3:27])[CH:28]=[O:29].[OH2:30]>>[C:1]([NH2:2])(=[O:3])[CH2:4][NH:5][C:9]([CH2:8][N:7]1[CH2:11][CH:12]([OH:21])[CH2:13][C:14]1=[O:15])=[O:10]. The reactants are C([O-])(O)=O.[Na+] (sodium bicarbonate), C(C)(=O)O[BH-](OC(C)=O)OC(C)=O.[Na+] (Sodium triacetoxyborohydride), C(C)(=O)O (acetic acid), CC1=C(C=CC=C1N)C1=CC=C(C=C1)C(F)(F)F (2-Methyl-4′-(trifluoromethyl)-1,1′-biphenyl-3-ylamine), COC(COC)OC (1,1,2-trimethoxyethane), Cl (HCl), resultant mixture, resultant solution. Run at time 20 minute. The product is C(CCC)NC=1C(=C(C=CC1)C1=CC=C(C=C1)C(F)(F)F)C (N-Butyl-N-[2-methyl-4′-(trifluoromethyl)-1,1′-biphenyl-3-yl]amine). Reaction SMILES: CO[CH:3](OC)[CH2:4]OC.Cl.[CH3:10][C:11]1[C:16]([NH2:17])=[CH:15][CH:14]=[CH:13][C:12]=1[C:18]1[CH:23]=[CH:22][C:21]([C:24]([F:27])([F:26])[F:25])=[CH:20][CH:19]=1.[C:28](O[BH-](OC(=O)C)OC(=O)C)(=O)[CH3:29].[Na+].C(O)(=O)C.C(=O)(O)[O-].[Na+]>>[CH2:28]([NH:17][C:16]1[C:11]([CH3:10])=[C:12]([C:18]2[CH:23]=[CH:22][C:21]([C:24]([F:25])([F:26])[F:27])=[CH:20][CH:19]=2)[CH:13]=[CH:14][CH:15]=1)[CH2:29][CH2:4][CH3:3] |f:3.4,6.7|. Procedure: 1,1,2-trimethoxyethane (0.162 mL, 1.26 mL) was added to 0.5N HCl (2.52 mL, 1.26 mmol) and the resultant solution heated for 1 h at 50° C. The cooled reaction mixture was extracted with CH2Cl2. The organic solution was passed through a hydrophobic frit, dried for 2 h (3A molecular sieves). 2-Methyl-4′-(trifluoromethyl)-1,1′-biphenyl-3-ylamine (0.32 g, 1.26 mmol) was added to the organic solution and the solution stirred for 20 min at rt. Sodium triacetoxyborohydride (0.325 g, 1.77 mmol) and aceti... Starting materials: ClC(=C[O-])C(=O)OCC.[K+] (potassium 2-chloro-3-ethoxy-3-oxoprop-1-en-1-olate), Cl (HCl), ClC(=C[O-])C(=O)OCC.[K+] (potassium 2-chloro-3-ethoxy-3-oxoprop-1-en-1-olate), Cl (hydrogen chloride), ClC1=CC(=NC=C1)N (4-chloropyridin-2-amine), C([O-])([O-])=O.[Na+].[Na+] (sodium carbonate). The solvent is CCO (EtOH), CCO (EtOH), O (water). Reaction conditions: temperature 70 celsius, time 15 minute. The product is ClC1=CC=2N(C=C1)C(=CN2)C(=O)OCC (Ethyl 7-chloroimidazo[1,2-a]pyridine-3-carboxylate). Isolated yield 88.7%. RXN SMILES: Cl[C:2]([C:5]([O:7][CH2:8][CH3:9])=[O:6])=[CH:3][O-].[K+].Cl.[Cl:12][C:13]1[CH:18]=[CH:17][N:16]=[C:15]([NH2:19])[CH:14]=1.C(=O)([O-])[O-].[Na+].[Na+]>CCO.O>[Cl:12][C:13]1[CH:18]=[CH:17][N:16]2[C:2]([C:5]([O:7][CH2:8][CH3:9])=[O:6])=[CH:3][N:19]=[C:15]2[CH:14]=1 |f:0.1,4.5.6|. Procedure details: To a flask equipped with a reflux condenser, mechanical stirring, and internal temperature probe was added potassium 2-chloro-3-ethoxy-3-oxoprop-1-en-1-olate (58.70 g, 311.1 mmol) followed by 200 mL of EtOH. Aqueous hydrogen chloride (4.862 ml, 15.56 mmol) in EtOH was added to the slurry. The slurry was stirred for about 15 minutes, and then 4-chloropyridin-2-amine (20.00 g, 155.6 mmol) was added, and the mixture was warmed to 70° C. After about one hour, an additional 2 equivalents of 3.2 M aqu... Reactants: [Si](C)(C)(C(C)(C)C)OCCCN1N=CC(=C1)C1=CN(C=2N=CN=C(C21)N[C@@H](C)C2=NN1C(C(N2C2=CC=CC=C2)=O)=C(C=C1)C)COCC[Si](C)(C)C ((S)-2-(1-((5-(1-(3-((tert-Butyldimethylsilyl)oxy)propyl)-1H-pyrazol-4-yl)-7-((2-(trimethylsilyl)ethoxy)methyl)-7H-pyrrolo[2,3-d]pyrimidin-4-yl)amino)ethyl)-5-methyl-3-phenylpyrrolo[2,1-f][1,2,4]triazin-4(3H)-one), FC(C(=O)O)(F)F (trifluoroacetic acid), N (ammonia). Product: OCCCN1N=CC(=C1)C1=CNC=2N=CN=C(C21)N[C@@H](C)C2=NN1C(C(N2C2=CC=CC=C2)=O)=C(C=C1)C ((S)-2-(1-((5-(1-(3-Hydroxypropyl)-1H-pyrazol-4-yl)-7H-pyrrolo[2,3-d]pyrimidin-4-yl)amino)ethyl)-5-methyl-3-phenylpyrrolo[2,1-f][1,2,4]triazin-4(3H)-one). Isolated yield 67.3%. As a reaction SMILES: [Si]([O:8][CH2:9][CH2:10][CH2:11][N:12]1[CH:16]=[C:15]([C:17]2[C:25]3[C:24]([NH:26][C@H:27]([C:29]4[N:34]([C:35]5[CH:40]=[CH:39][CH:38]=[CH:37][CH:36]=5)[C:33](=[O:41])[C:32]5=[C:42]([CH3:45])[CH:43]=[CH:44][N:31]5[N:30]=4)[CH3:28])=[N:23][CH:22]=[N:21][C:20]=3[N:19](COCC[Si](C)(C)C)[CH:18]=2)[CH:14]=[N:13]1)(C(C)(C)C)(C)C.FC(F)(F)C(O)=O.N>>[OH:8][CH2:9][CH2:10][CH2:11][N:12]1[CH:16]=[C:15]([C:17]2[C:25]3[C:24]([NH:26][C@H:27]([C:29]4[N:34]([C:35]5[CH:36]=[CH:37][CH:38]=[CH:39][CH:40]=5)[C:33](=[O:41])[C:32]5=[C:42]([CH3:45])[CH:43]=[CH:44][N:31]5[N:30]=4)[CH3:28])=[N:23][CH:22]=[N:21][C:20]=3[NH:19][CH:18]=2)[CH:14]=[N:13]1. Reported procedure: (S)-2-(1-((5-(1-(3-((tert-Butyldimethylsilyl)oxy)propyl)-1H-pyrazol-4-yl)-7-((2-(trimethylsilyl)ethoxy)methyl)-7H-pyrrolo[2,3-d]pyrimidin-4-yl)amino)ethyl)-5-methyl-3-phenylpyrrolo[2,1-f][1,2,4]triazin-4(3H)-one (124 mg, 0.14 mmol) was treated with trifluoroacetic acid (1 ml, 13 mmol) and a solution of ammonia (7N in methanol, 2 ml, 14 mmol) according to the method described in Example 27 to give 48 mg (68% yield) of the title compound. Purity 99%. Starting materials: S1C(=CC=C1)CC(=O)NC1[C@@H]2N(C(=C(CS2)C(CC)=O)C(=O)OC(C2=CC=CC=C2)C2=CC=CC=C2)C1=O (benzhydryl 7-(2-thienylacetamido)-3-propionyl-3-cephem-4-carboxylate), C1(=CC=CC=C1)OC (anisole), FC(C(=O)O)(F)F (trifluoroacetic acid). The solvent is CCCCCCC (n-heptane). Reaction conditions: temperature 5 celsius. The product is S1C(=CC=C1)CC(=O)NC1[C@@H]2N(C(=C(CS2)C(CC)=O)C(=O)O)C1=O (7-(2-Thienylacetamido)-3-propionyl-3-cephem-4-carboxylic acid). Yield: 92.0%. RXN SMILES: [S:1]1[CH:5]=[CH:4][CH:3]=[C:2]1[CH2:6][C:7]([NH:9][CH:10]1[C:37](=[O:38])[N:12]2[C:13]([C:21]([O:23]C(C3C=CC=CC=3)C3C=CC=CC=3)=[O:22])=[C:14]([C:17](=[O:20])[CH2:18][CH3:19])[CH2:15][S:16][C@H:11]12)=[O:8].C1(OC)C=CC=CC=1.FC(F)(F)C(O)=O>CCCCCCC>[S:1]1[CH:5]=[CH:4][CH:3]=[C:2]1[CH2:6][C:7]([NH:9][CH:10]1[C:37](=[O:38])[N:12]2[C:13]([C:21]([OH:23])=[O:22])=[C:14]([C:17](=[O:20])[CH2:18][CH3:19])[CH2:15][S:16][C@H:11]12)=[O:8]. Procedure details: To a cooled (5° C.), stirred slurry of 0.168 g. of benzhydryl 7-(2-thienylacetamido)-3-propionyl-3-cephem-4-carboxylate in 2 ml. of anisole was added 1 ml. of cold trifluoroacetic acid. The reaction mixture was allowed to stir with cooling for 20 minutes after which time 30 ml. of n-heptane was added. After the resulting solution was evaporated in vacuo to a low volume to remove excess trifluoroacetic acid, an additional 30 ml. of n-heptane was added. After stirring the reaction mixture in an ic...